Dataset: the Open Reaction Database (ORD), a public repository of structured organic reaction records. Task: describe an organic reaction: reactants, conditions, products, and yield The reactants are OCCCO, CC(C)CCCC(C)CCCC(C)CCCC(C)CCCS(=O)(=O)[O-], [H-], [Na+]. Yields the product CC(C)CCCC(C)CCCC(C)CCCC(C)CCOCCCO. RXN SMILES: [CH2:3]([CH2:4][CH2:5][OH:6])[OH:7].[CH2:8]([CH2:9][CH:10]([CH3:11])[CH2:12][CH2:13][CH2:14][CH:15]([CH3:16])[CH2:17][CH2:18][CH2:19][CH:20]([CH3:21])[CH2:22][CH2:23][CH2:24][CH:25]([CH3:26])[CH3:27])[CH2:28][S:29]([O-:30])(=[O:31])=[O:32].[H-:1].[Na+:2]>>[CH2:3]([CH2:4][CH2:5][O:6][CH2:8][CH2:9][CH:10]([CH3:11])[CH2:12][CH2:13][CH2:14][CH:15]([CH3:16])[CH2:17][CH2:18][CH2:19][CH:20]([CH3:21])[CH2:22][CH2:23][CH2:24][CH:25]([CH3:26])[CH3:27])[OH:7]. RXN SMILES: [CH3:1][O:2][CH2:3][C:4](Cl)=[O:5].[N:7]1[CH:12]=CC=[CH:9][CH:8]=1.C(OCC)(=[O:15])C>>[CH3:1][O:2][CH2:3][C:4]([O:5][CH2:9][CH2:8][NH:7][CH3:12])=[O:15]. Run at time 3 hour. The product is COCC(=O)OCCNC (2-(Methylamino)ethyl methoxyacetate). Reported procedure: To a mixture of tert-butyl 2-hydroxyethyl (methyl)carbamate (1.75 g) obtained in Reference Example 1 and ethyl acetate (10 mL) were added methoxyacetyl chloride (1.20 g) and pyridine (0.97 mL). After stirring at room temperature for 3 hrs., ethyl acetate (70 mL) was added to the reaction mixture. The mixture was washed with water (20 mL), a saturated aqueous sodium hydrogen carbonate solution (20 mL) and water (20 mL), and dried over anhydrous magnesium sulfate. After concentration under reduced... Reactants: tert-butyl 2-hydroxyethyl (methyl)carbamate, C(C)(=O)OCC (ethyl acetate), COCC(=O)Cl (methoxyacetyl chloride), N1=CC=CC=C1 (pyridine), C(C)(=O)OCC (ethyl acetate). Reactants: C(C)(C)(C)N1N=CC(=C(C1=O)Cl)[N+](=O)[O-] (2-tert-butyl-4-chloro-5-nitropyridazin-3-(2H)-one), N (ammonia). Yields the product NC=1C(N(N=CC1[N+](=O)[O-])C(C)(C)C)=O (4-amino-2-tert-butyl-5-nitropyridazin-3-(2H)-one). Reaction SMILES: [C:1]([N:5]1[C:10](=[O:11])[C:9](Cl)=[C:8]([N+:13]([O-:15])=[O:14])[CH:7]=[N:6]1)([CH3:4])([CH3:3])[CH3:2].[NH3:16]>>[NH2:16][C:9]1[C:10](=[O:11])[N:5]([C:1]([CH3:4])([CH3:3])[CH3:2])[N:6]=[CH:7][C:8]=1[N+:13]([O-:15])=[O:14]. Procedure: 6.95 g of 2-tert-butyl-4-chloro-5-nitropyridazin-3-(2H)-one and 50 ml of 28% aqueous ammonia were mixed, sealed and reacted for 5 hours in an oil bath of 110° C. After cooling, the precipitate was collected by filtration and washed a few times with water and then dried to obtain 5.97 g of 4-amino-2-tert-butyl-5-nitropyridazin-3-(2H)-one. Reactants: CC=1C=C2C3=C(N(C(C2=CN1)=O)C)C=C(C=C3)OC[C@H](CC(C)C)NC(OC(C)(C)C)=O ((S)-tert-butyl (1-((2,6-dimethyl-5-oxo-5,6 dihydrobenzo[c][2,7]naphthyridin-8-yl)oxy)-4-methylpentan-2-yl)carbamate), C1CC(=O)N(C1=O)Br (NBS). Run in O (water), C(C)#N (acetonitrile). The product is BrC1=CC2=C(N(C(C3=CN=C(C=C23)C)=O)C)C=C1OC[C@H](CC(C)C)NC(OC(C)(C)C)=O ((S)-tert-butyl (1-((9-bromo-2,6-dimethyl-5-oxo-5,6-dihydrobenzo[c][2,7]naphthyridin-8-yl)oxy)-4-methylpentan-2-yl)carbamate). Yield: 39.1%. As a reaction SMILES: [CH3:1][C:2]1[CH:3]=[C:4]2[C:9](=[CH:10][N:11]=1)[C:8](=[O:12])[N:7]([CH3:13])[C:6]1[CH:14]=[C:15]([O:18][CH2:19][C@@H:20]([NH:25][C:26](=[O:32])[O:27][C:28]([CH3:31])([CH3:30])[CH3:29])[CH2:21][CH:22]([CH3:24])[CH3:23])[CH:16]=[CH:17][C:5]2=1.C1C(=O)N([Br:40])C(=O)C1>C(#N)C.O>[Br:40][C:16]1[C:15]([O:18][CH2:19][C@@H:20]([NH:25][C:26](=[O:32])[O:27][C:28]([CH3:30])([CH3:29])[CH3:31])[CH2:21][CH:22]([CH3:24])[CH3:23])=[CH:14][C:6]2[N:7]([CH3:13])[C:8](=[O:12])[C:9]3[C:4]([C:5]=2[CH:17]=1)=[CH:3][C:2]([CH3:1])=[N:11][CH:10]=3. Procedure: To the stirred solution of (S)-tert-butyl (1-((2,6-dimethyl-5-oxo-5,6 dihydrobenzo[c][2,7]naphthyridin-8-yl)oxy)-4-methylpentan-2-yl)carbamate (40 mg, 0.069 mmol) in acetonitrile (3 mL) at room temperature was added NBS (12 mg, 0.069 mmol). The reaction mixture was heated to reflux for 2 h. The reaction mixture was diluted with water (50 mL) and extracted with dichloromethane (100 mL). The organic layer was separated, dried over Na2SO4 and concentrated under reduced pressure to afford (S)-tert-b...